From a dataset of the Open Reaction Database (ORD), a public repository of structured organic reaction records. describe an organic reaction: reactants, conditions, products, and yield The reactants are C1=CN(C=N1)C(=O)N2C=CN=C2 (CDI), C(=O)(OC(C)(C)C)N[C@H](C)C(=O)O (Boc-D-alanine), NCC(C)O (1-amino-2-propanol). The solvent is C(Cl)Cl (DCM). Run at time 8 hour. Yields the product C(C)(C)(C)OC(=O)N[C@H](C)C(=O)NCC(C)O (N2-(tert-butoxycarbonyl)-N-(2-hydroxypropyl)-D-alaninamide). Yield: 48.0%. As a reaction SMILES: C1N=CN(C(N2C=NC=C2)=O)C=1.[C:13]([NH:20][C@@H:21]([C:23]([OH:25])=O)[CH3:22])([O:15][C:16]([CH3:19])([CH3:18])[CH3:17])=[O:14].[NH2:26][CH2:27][CH:28]([OH:30])[CH3:29]>C(Cl)Cl>[C:16]([O:15][C:13]([NH:20][C@@H:21]([C:23]([NH:26][CH2:27][CH:28]([OH:30])[CH3:29])=[O:25])[CH3:22])=[O:14])([CH3:17])([CH3:18])[CH3:19]. Procedure: A mixture of CDI (19 g, 0.12 mol), Boc-D-alanine (20 g, 0.11 mol) and DCM (300 ml), was stirred at r.t. for 1 h, before 1-amino-2-propanol (14 ml, 0.18 mol) was added. The reaction mixture was stirred at r.t. overnight. After concentration, the residue was purified by column, and 13 g (46.3%) of N2-(tert-butoxycarbonyl)-N-(2-hydroxypropyl)-D-alaninamide as solid was obtained. ES-MS [M+1]+: 247.01. Yields the product COc1ccc(S(=O)(=O)Oc2ccccc2)cc1C(=O)O. RXN SMILES: [CH3:1][O:2][c:3]1[c:4]([C:5](=[O:6])[OH:7])[cH:8][c:9]([S:12](=[O:13])(=[O:14])[Cl:15])[cH:10][cH:11]1.[Na+:24].[OH-:23].[OH2:25].[OH:16][c:17]1[cH:18][cH:19][cH:20][cH:21][cH:22]1>>[CH3:1][O:2][c:3]1[c:4]([C:5](=[O:6])[OH:7])[cH:8][c:9]([S:12](=[O:13])([O:14][c:17]2[cH:18][cH:19][cH:20][cH:21][cH:22]2)=[O:23])[cH:10][cH:11]1. The reactants are COc1ccc(S(=O)(=O)Cl)cc1C(=O)O, [Na+], [OH-], O, Oc1ccccc1. Reactants: [OH-].[Na+] (sodium hydroxide), O (water), COC=1C=CC2=C([C@@H]3CCC(N[C@H]3CC2)=O)C1 (trans-9-methoxy-1,4,4a,5,6,10b-hexahydrobenzo[f]quinolin-3-(2H)-one), [H-].[Al+3].[Li+].[H-].[H-].[H-] (lithium aluminium hydride), O (water). Run in O1CCCC1 (tetrahydrofuran). The product is COC=1C=CC2=C([C@@H]3CCCN[C@H]3CC2)C1 (trans-9-methoxy-1,2,3,4,4a,5,6,10b-octahydrobenzo[f]quinoline). RXN SMILES: [CH3:1][O:2][C:3]1[CH:4]=[CH:5][C:6]2[CH2:15][CH2:14][C@H:13]3[C@@H:8]([CH2:9][CH2:10][C:11](=O)[NH:12]3)[C:7]=2[CH:17]=1.[H-].[Al+3].[Li+].[H-].[H-].[H-].O.[OH-].[Na+]>O1CCCC1>[CH3:1][O:2][C:3]1[CH:4]=[CH:5][C:6]2[CH2:15][CH2:14][C@H:13]3[C@@H:8]([CH2:9][CH2:10][CH2:11][NH:12]3)[C:7]=2[CH:17]=1 |f:1.2.3.4.5.6,8.9|. Procedure: A solution of 8.3 g of the compound obtained in Step B in 83 ml of tetrahydrofuran is added dropwise to a suspension of 6.2 g of lithium aluminium hydride. After 18 hours' reflux, the mixture is hydrolysed in succession by 4.1 ml of water, 3.3 ml of 20% sodium hydroxide solution and 15.4 ml of water. After filtering off the mineral salts, then concentrating the filtrate using a rotary evaporator, 4.5 g of the expected product are obtained.